From a dataset of the Open Reaction Database (ORD), a public repository of structured organic reaction records. describe an organic reaction: reactants, conditions, products, and yield Starting materials: BrC1=C(C=C(C=C1)OC)C=COC (4-bromo-1-methoxy-3-(2-methoxyvinyl)benzene), N(N)C1=CC=NC=C1 (4-hydrazinopyridine), C1(=CC=C(C=C1)S(=O)(=O)O)C (p-toluenesulfonic acid). Run in C(C)O (ethanol). The product is BrC1=C(C=C(C=C1)OC)CC=NNC1=CC=NC=C1 (N-[2-(2-Bromo-5-methoxyphenyl)ethylidene]-N'-pyridin-4-yl-hydrazine). Isolated yield 9.9%. Reaction SMILES: [Br:1][C:2]1[CH:7]=[CH:6][C:5]([O:8][CH3:9])=[CH:4][C:3]=1[CH:10]=[CH:11]OC.[NH:14]([C:16]1[CH:21]=[CH:20][N:19]=[CH:18][CH:17]=1)[NH2:15].C1(C)C=CC(S(O)(=O)=O)=CC=1>C(O)C>[Br:1][C:2]1[CH:7]=[CH:6][C:5]([O:8][CH3:9])=[CH:4][C:3]=1[CH2:10][CH:11]=[N:15][NH:14][C:16]1[CH:21]=[CH:20][N:19]=[CH:18][CH:17]=1. Reported procedure: A mixture of 4-bromo-1-methoxy-3-(2-methoxyvinyl)benzene (42.3 g), 4-hydrazinopyridine (27.6 g), and p-toluenesulfonic acid (3.3 g) in ethanol (500 ml) was heated under reflux overnight, with stirring. The reaction mixture was filtered, and the filtrate was concentrated to about 50% of its initial volume. The precipitate was collected to give 5.5 g of product, as the hydrochloride salt, and the filtrate was concentrated. Saturated sodium hydrogen carbonate solution was added to the residue and t...